From a dataset of the Open Reaction Database (ORD), a public repository of structured organic reaction records. describe an organic reaction: reactants, conditions, products, and yield Reactants: N1CCCCC1 (Piperidine), C=O (paraformaldehyde), CC=1NC(C2=CC=CC=C2C1)=O (3-Methyl-2H-isoquinolin-1-one). Procedure: Piperidine (0.747 mL) and paraformaldehyde (271 mg) were dissolved in acetic acid (3 mL), and the mixture was stirred at 70° C. for 5 min. 3-Methyl-2H-isoquinolin-1-one (302 mg) was added to the reaction mixture, and the mixture was heated under reflux for 2.5 hrs. After the completion of the reaction, the reaction mixture was concentrated, aqueous potassium carbonate solution was added. The mixture was extracted with chloroform, and the organic layer was dried over magnesium sulfate. The solven... Product: CC=1NC(C2=CC=CC=C2C1CN1CCCCC1)=O (3-methyl-4-(piperidin-1-yl)methyl-2H-isoquinolin-1-one). Reaction conditions: temperature 70 celsius, time 5 minute. Reaction SMILES: [NH:1]1[CH2:6][CH2:5][CH2:4][CH2:3][CH2:2]1.[CH2:7]=O.[CH3:9][C:10]1[NH:11][C:12](=[O:20])[C:13]2[C:18]([CH:19]=1)=[CH:17][CH:16]=[CH:15][CH:14]=2>C(O)(=O)C>[CH3:9][C:10]1[NH:11][C:12](=[O:20])[C:13]2[C:18]([C:19]=1[CH2:7][N:1]1[CH2:6][CH2:5][CH2:4][CH2:3][CH2:2]1)=[CH:17][CH:16]=[CH:15][CH:14]=2. Run in C(C)(=O)O (acetic acid). The reactants are Cl[Cu], N#C[K], O=N[O-], Nc1c(I)c(C(=O)O)c(I)c(C(=O)O)c1I, [Na+], [Na+], [OH-], O, O=S(=O)(O)O. The product is N#Cc1c(I)c(C(=O)O)c(I)c(C(=O)O)c1I. Reaction SMILES: [Cl:32][Cu:33].[K:28][C:29]#[N:30].[N:24]([O-:25])=[O:26].[NH2:1][c:2]1[c:3]([I:16])[c:4]([C:13](=[O:14])[OH:15])[c:5]([I:12])[c:6]([C:7](=[O:8])[OH:9])[c:10]1[I:11].[Na+:18].[Na+:27].[OH-:17].[OH2:31].[S:19](=[O:20])(=[O:21])([OH:22])[OH:23]>>[c:2]1([C:29]#[N:30])[c:3]([I:16])[c:4]([C:13](=[O:14])[OH:15])[c:5]([I:12])[c:6]([C:7](=[O:8])[OH:9])[c:10]1[I:11]. Starting materials: C(C)OC(C)=O.BrC=1C=C(C=C(C1)O)SC1=CC(=C(OCC(=O)O)C=C1)Cl ([4-(3-Bromo-5-hydroxy-phenylsulfanyl)-2-chloro-phenoxy]-acetic acid ethyl acetate), ClC1=CC=C(C=C1)C#C (4-chlorophenylacetylene). The reagents and catalysts are C1=CC=C(C=C1)P(C2=CC=CC=C2)C3=CC=CC=C3.C1=CC=C(C=C1)P(C2=CC=CC=C2)C3=CC=CC=C3.Cl[Pd]Cl (bis(triphenylphosphine)palladium (II) chloride), [Cu](I)I (copper iodide). Solvent: C(C)N(CC)CC (triethylamine), CN(C)C=O (DMF). The product is C(C)OC(COC1=C(C=C(C=C1)SC1=CC(=CC(=C1)O)C#CC1=CC=C(C=C1)Cl)Cl)=O ({2-Chloro-4-[3-(4-chloro-phenylethynyl)-5-hydroxy-phenylsulfanyl]-phenoxy}-acetic Acid Ethyl Ester). Reaction SMILES: [CH2:1]([O:3][C:4](=[O:6])[CH3:5])[CH3:2].Br[C:8]1[CH:9]=[C:10]([S:15][C:16]2[CH:26]=[CH:25][C:19]([O:20]CC(O)=O)=[C:18]([Cl:27])[CH:17]=2)[CH:11]=[C:12]([OH:14])[CH:13]=1.[Cl:28][C:29]1[CH:34]=[CH:33][C:32]([C:35]#[CH:36])=[CH:31][CH:30]=1>C(N(CC)CC)C.CN(C=O)C.C1C=CC(P(C2C=CC=CC=2)C2C=CC=CC=2)=CC=1.C1C=CC(P(C2C=CC=CC=2)C2C=CC=CC=2)=CC=1.Cl[Pd]Cl.[Cu](I)I>[CH2:1]([O:3][C:4](=[O:6])[CH2:5][O:20][C:19]1[CH:25]=[CH:26][C:16]([S:15][C:10]2[CH:11]=[C:12]([OH:14])[CH:13]=[C:8]([C:36]#[C:35][C:32]3[CH:33]=[CH:34][C:29]([Cl:28])=[CH:30][CH:31]=3)[CH:9]=2)=[CH:17][C:18]=1[Cl:27])[CH3:2] |f:0.1,5.6.7|. Reported procedure: [4-(3-Bromo-5-hydroxy-phenylsulfanyl)-2-chloro-phenoxy]-acetic acid ethyl acetate (1.1 g; 2.63 mmol), 4-chlorophenylacetylene (1.08 g; 7.9 mmol), bis(triphenylphosphine)palladium (II) chloride (0.15 g; 0.21 mmol) and copper iodide (0.03 g; 0.16 mmol) were dissolved in a mixture of triethylamine (5 mL) and DMF (5 mL) under an atmosphere of nitrogen. The reaction mixture was reacted in a microwave oven at 100° C. for 1 h. The reaction mixture was evaporated to dryness and portioned between 5% aque... Reactants: C1CCOC1, COC(=O)CCCC#CCN1C(=O)CCCC1C=O, [H-], [Na+], CCCCCC(=O)CP(=O)(OC)OC. Yields the product CCCCCC(=O)C=CC1CCCC(=O)N1CC#CCCCC(=O)OC. Reaction SMILES: [CH2:36]1[O:37][CH2:38][CH2:39][CH2:40]1.[CH3:17][O:18][C:19]([CH2:20][CH2:21][CH2:22][C:23]#[C:24][CH2:25][N:26]1[CH:27]([CH:33]=[O:34])[CH2:28][CH2:29][CH2:30][C:31]1=[O:32])=[O:35].[H-:1].[Na+:2].[O:3]=[C:4]([CH2:5][P:6](=[O:7])([O:8][CH3:9])[O:10][CH3:11])[CH2:12][CH2:13][CH2:14][CH2:15][CH3:16]>>[O:3]=[C:4]([CH:5]=[CH:33][CH:27]1[N:26]([CH2:25][C:24]#[C:23][CH2:22][CH2:21][CH2:20][C:19]([O:18][CH3:17])=[O:35])[C:31](=[O:32])[CH2:30][CH2:29][CH2:28]1)[CH2:12][CH2:13][CH2:14][CH2:15][CH3:16]. Reactants: O\N=C(/C(=O)OCC)\C(C)=O (Ethyl (Z)-2-hydroxyimino-3-oxobutyrate), CC1CC(CCC1)O (3-methylcyclohexanol). Yields the product C[C@H]1C[C@H](CCC1)O\N=C(/C(=O)OCC)\C(C)=O (Ethyl (Z)-2-(cis 3-methylcyclohexyl)oxyimino-3-oxobutyrate). Reaction SMILES: [OH:1]/[N:2]=[C:3](/[C:9](=[O:11])[CH3:10])\[C:4]([O:6][CH2:7][CH3:8])=[O:5].[CH3:12][CH:13]1[CH2:18][CH2:17][CH2:16][CH:15](O)[CH2:14]1>>[CH3:12][C@@H:13]1[CH2:18][CH2:17][CH2:16][C@H:15]([O:1]/[N:2]=[C:3](/[C:9](=[O:11])[CH3:10])\[C:4]([O:6][CH2:7][CH3:8])=[O:5])[CH2:14]1. Procedure: Ethyl (Z)-2-hydroxyimino-3-oxobutyrate (3 g, 18.9 mmol) was converted into the title compound by reaction with 3-methylcyclohexanol (5.16 ml, 39.7 mmol. 60:40 cis: trans mixture) as described in Example 4a method 3, except that the reaction was complete in 2 h. After purification the title compound was obtained as a colourless oil (2.4 g; 50%); νmax (CHCl3) 1740, 1685, and 1590 cm-1 ; δH (CDCl3) 0.75-0.97 (1H, m), 0.96 (3H, d, J 6.5 Hz), 1.05 (1H, dd, J 11.7 Hz, partially obscured by d, δ 0.96),...